This data is from the Open Reaction Database (ORD), a public repository of structured organic reaction records. The task is: describe an organic reaction: reactants, conditions, products, and yield Starting materials: Cc1cc(Br)co1, Brc1cnc2c(c1)CC1(CN3CCC1CC3)O2, Cc1ccccc1, c1ccc(P(c2ccccc2)(c2ccccc2)[Pd](P(c2ccccc2)(c2ccccc2)c2ccccc2)(P(c2ccccc2)(c2ccccc2)c2ccccc2)P(c2ccccc2)(c2ccccc2)c2ccccc2)cc1. Product: Cc1cc(-c2cnc3c(c2)CC2(CN4CCC2CC4)O3)co1. Reaction SMILES: [Br:18][c:19]1[cH:20][c:21]([CH3:24])[o:22][cH:23]1.[Br:1][c:2]1[cH:3][c:4]2[c:5]([n:6][cH:7]1)[O:8][C:9]1([CH2:10][N:11]3[CH2:12][CH2:13][CH:14]1[CH2:15][CH2:16]3)[CH2:17]2.[CH3:102][c:103]1[cH:104][cH:105][cH:106][cH:107][cH:108]1.[cH:25]1[cH:26][cH:27][c:28]([P:29]([Pd:30]([P:31]([c:32]2[cH:33][cH:34][cH:35][cH:36][cH:37]2)([c:38]2[cH:39][cH:40][cH:41][cH:42][cH:43]2)[c:44]2[cH:45][cH:46][cH:47][cH:48][cH:49]2)([P:50]([c:51]2[cH:52][cH:53][cH:54][cH:55][cH:56]2)([c:57]2[cH:58][cH:59][cH:60][cH:61][cH:62]2)[c:63]2[cH:64][cH:65][cH:66][cH:67][cH:68]2)[P:69]([c:70]2[cH:71][cH:72][cH:73][cH:74][cH:75]2)([c:76]2[cH:77][cH:78][cH:79][cH:80][cH:81]2)[c:82]2[cH:83][cH:84][cH:85][cH:86][cH:87]2)([c:88]2[cH:89][cH:90][cH:91][cH:92][cH:93]2)[c:94]2[cH:95][cH:96][cH:97][cH:98][cH:99]2)[cH:100][cH:101]1>>[c:2]1(-[c:19]2[cH:20][c:21]([CH3:24])[o:22][cH:23]2)[cH:3][c:4]2[c:5]([n:6][cH:7]1)[O:8][C:9]1([CH2:10][N:11]3[CH2:12][CH2:13][CH:14]1[CH2:15][CH2:16]3)[CH2:17]2. The reactants are CC#N, O=C1CCC(=O)N1I, c1ccc(-c2cn3ccccc3n2)cc1. The product is Ic1c(-c2ccccc2)nc2ccccn12. Reaction SMILES: [CH3:24][C:25]#[N:26].[I:16][N:17]1[C:18](=[O:19])[CH2:20][CH2:21][C:22]1=[O:23].[c:1]1(-[c:7]2[n:8][c:9]3[n:10]([cH:11][cH:12][cH:13][cH:14]3)[cH:15]2)[cH:2][cH:3][cH:4][cH:5][cH:6]1>>[c:1]1(-[c:7]2[n:8][c:9]3[n:10]([cH:11][cH:12][cH:13][cH:14]3)[c:15]2[I:16])[cH:2][cH:3][cH:4][cH:5][cH:6]1.